From a dataset of the Open Reaction Database (ORD), a public repository of structured organic reaction records. describe an organic reaction: reactants, conditions, products, and yield Starting materials: N (ammonia), C(CCCCCCCCCCCCCCCCC)(=O)O (stearic acid), S(=O)(=O)([O-])[O-].[Pb+2] (lead sulfate), stainless steel. The solvent is O (water). Conditions: temperature 70 celsius. Yields the product CCCCCCCC/C=C\CCCCCCCC(=O)O.N (ammonia soap). RXN SMILES: [C:1]([OH:20])(=[O:19])[CH2:2][CH2:3][CH2:4][CH2:5][CH2:6][CH2:7][CH2:8][CH2:9][CH2:10][CH2:11][CH2:12][CH2:13][CH2:14][CH2:15][CH2:16][CH2:17][CH3:18].S([O-])([O-])(=O)=O.[Pb+2].[NH3:27]>O>[CH3:18][CH2:17][CH2:16][CH2:15][CH2:14][CH2:13][CH2:12][CH2:11]/[CH:10]=[CH:9]\[CH2:8][CH2:7][CH2:6][CH2:5][CH2:4][CH2:3][CH2:2][C:1]([OH:20])=[O:19].[NH3:27] |f:1.2,5.6|. Reported procedure: A 60-liter capacity vessel equipped with a high-speed stirrer and filled with 40 l of water was charged with 17.532 Kg of powdery lead monoxide (PbO-DP) prepared according to the above-mentioned dry method, and the charges were stirred at a high speed to disperse the lead monoxide sufficiently and homogeneously in water and the dispersion was heated at 65° C. Then, 109 cc of an aqueous solution of acetic acid having a concentration of 2.7 moles per liter was added to the dispersion to convert a ... Reactants: O=C(O)C(F)(F)F, Nc1ccc2c(c1[N+](=O)[O-])c(=O)[nH]c1ccccc12. The product is O=C(O)C(F)(F)F, Nc1ccc2c(c1N)c(=O)[nH]c1ccccc12. RXN SMILES: [F:20][C:21]([C:22](=[O:23])[OH:24])([F:25])[F:26].[NH2:1][c:2]1[c:3]([N+:17]([O-:18])=[O:19])[c:4]2[c:5](=[O:16])[nH:6][c:7]3[cH:8][cH:9][cH:10][cH:11][c:12]3[c:13]2[cH:14][cH:15]1>>[F:20][C:21]([C:22](=[O:23])[OH:24])([F:25])[F:26].[NH2:1][c:2]1[c:3]([NH2:17])[c:4]2[c:5](=[O:16])[nH:6][c:7]3[cH:8][cH:9][cH:10][cH:11][c:12]3[c:13]2[cH:14][cH:15]1.